Dataset: the Open Reaction Database (ORD), a public repository of structured organic reaction records. Task: describe an organic reaction: reactants, conditions, products, and yield Starting materials: COC(=O)C=1C(=NC=CC1)C1=CC(=CC=C1)[N+](=O)[O-] (2-(3-nitrophenyl)-3-pyridinecarboxylic acid methyl ester). Reagents/catalysts: [Pd] (Pd/C). Product: COC(=O)C=1C(=NC=CC1)C1=CC(=CC=C1)N (2-(3-Aminophenyl)-3-pyridinecarboxylic acid methyl ester). RXN SMILES: [CH3:1][O:2][C:3]([C:5]1[C:6]([C:11]2[CH:16]=[CH:15][CH:14]=[C:13]([N+:17]([O-])=O)[CH:12]=2)=[N:7][CH:8]=[CH:9][CH:10]=1)=[O:4]>[Pd]>[CH3:1][O:2][C:3]([C:5]1[C:6]([C:11]2[CH:16]=[CH:15][CH:14]=[C:13]([NH2:17])[CH:12]=2)=[N:7][CH:8]=[CH:9][CH:10]=1)=[O:4]. Reported procedure: n.m.r. (DMSO-d6) δ values include 3.65 (s, 3 H), 5.19 (s, 2 H), 6.58 (dt, 2 H), 6.76 (s, 1 H), 7.05 (t, 1 H), 7.44 (dd, 1 H), 8.02 (d, 1 H), 8.73 (d, 1 H); from 2-(3-nitrophenyl)-3-pyridinecarboxylic acid methyl ester (293 mg) and 10% Pd/C (30 mg). The reactants are FC=1N(C=CN1)C(C1=CC=CC=C1)(C1=CC=CC=C1)C1=CC=CC=C1 (2-fluoro-1-triphenylmethylimidazole), C(CCC)[Li] (n-butyl lithium), C1(=CC=CC=C1)N=C=O (phenylisocyanate). Product: FC=1N(C=C(N1)C(NC1=CC=CC=C1)=O)C(C1=CC=CC=C1)(C1=CC=CC=C1)C1=CC=CC=C1 (2-fluoro-4-phenylcarbamoyl-1-triphenylmethylimidazole). Reaction SMILES: [F:1][C:2]1[N:3]([C:7]([C:20]2[CH:25]=[CH:24][CH:23]=[CH:22][CH:21]=2)([C:14]2[CH:19]=[CH:18][CH:17]=[CH:16][CH:15]=2)[C:8]2[CH:13]=[CH:12][CH:11]=[CH:10][CH:9]=2)[CH:4]=[CH:5][N:6]=1.C([Li])CCC.[C:31]1([N:37]=[C:38]=[O:39])[CH:36]=[CH:35][CH:34]=[CH:33][CH:32]=1>>[F:1][C:2]1[N:3]([C:7]([C:14]2[CH:15]=[CH:16][CH:17]=[CH:18][CH:19]=2)([C:8]2[CH:9]=[CH:10][CH:11]=[CH:12][CH:13]=2)[C:20]2[CH:25]=[CH:24][CH:23]=[CH:22][CH:21]=2)[CH:4]=[C:5]([C:38](=[O:39])[NH:37][C:31]2[CH:36]=[CH:35][CH:34]=[CH:33][CH:32]=2)[N:6]=1. Procedure details: Reaction of 2-fluoro-1-triphenylmethylimidazole with n-butyl lithium at -75° followed by treatment with phenylisocyanate gave 2-fluoro-4-phenylcarbamoyl-1-triphenylmethylimidazole, n.m.r. in CDCl3 : 7.0-7.5 (m, 19H); 7.6 (d, 2H); 8.6 (s, 1H). Reaction of this product with toluene-p-sulphonic acid in DMF at 85° for 15 minutes gave 2-fluoro-4-phenylcarbamoylimidazole, n.m.r. in CDCl3 : 6.9-8.0 (m, 6H); 9.6 (s, 1H). As a reaction SMILES: Cl[C:2]1[N:11]=[C:10](Cl)[C:9]2[C:4](=[CH:5][CH:6]=[C:7]([Cl:13])[CH:8]=2)[N:3]=1.[NH2:14][CH2:15][C:16]1([NH2:20])[CH2:19][O:18][CH2:17]1.[S:21]1(=[O:33])(=[O:32])[C:27]2[CH:28]=[CH:29][CH:30]=[CH:31][C:26]=2[CH2:25][NH:24][CH2:23][CH2:22]1>>[NH2:20][C:16]1([CH2:15][NH:14][C:10]2[C:9]3[C:4](=[CH:5][CH:6]=[C:7]([Cl:13])[CH:8]=3)[N:3]=[C:2]([N:24]3[CH2:25][C:26]4[CH:31]=[CH:30][CH:29]=[CH:28][C:27]=4[S:21](=[O:33])(=[O:32])[CH2:22][CH2:23]3)[N:11]=2)[CH2:19][O:18][CH2:17]1. Reported procedure: The title compound was prepared in analogy to Example 57-1 in Scheme 23 by using 2,4,6-trichloroquinazoline, 3-(aminomethyl)oxetan-3-amine and 2,3,4,5-tetrahydro-1,4-benzothiazepine 1,1-dioxide. MS obsd. (ESI+) [(M+H)+] 460, 1H NMR (400 MHz, CD3OD) δ ppm 8.00-7.98 (t, J=2.0, 4.8 Hz, 2 H), 7.91-7.89 (d, J=7.2 Hz, 1 H), 7.64-7.60 (t, J=7.2 Hz, 1 H), 7.51-7.44 (m, 2 H), 7.40-7.38 (d, J=9.2 Hz, 1 H), 5.22 (s, 2 H), 4.65-4.62 (t, J=6.4, 5.6 Hz, 4 H), 4.56-4.54 (d, J=6.4 Hz, 2 H), 4.08 (s, 2 H), 3.54-... Product: NC1(COC1)CNC1=NC(=NC2=CC=C(C=C12)Cl)N1CCS(C2=C(C1)C=CC=C2)(=O)=O (N-[(3-Aminooxetan-3-yl)methyl]-6-chloro-2-(1,1-dioxido-2,3-dihydro-1,4-benzothiazepin-4(5H)-yl)quinazolin-4-amine). Reactants: ClC1=NC2=CC=C(C=C2C(=N1)Cl)Cl (2,4,6-trichloroquinazoline), NCC1(COC1)N (3-(aminomethyl)oxetan-3-amine), S1(CCNCC2=C1C=CC=C2)(=O)=O (2,3,4,5-tetrahydro-1,4-benzothiazepine 1,1-dioxide). The reactants are C1CCOC1, O=C=Nc1ccc(Cl)c(C(F)(F)F)c1, Nc1ccc(OCc2ccccc2)cc1O, O. Yields the product O=C(Nc1ccc(Cl)c(C(F)(F)F)c1)Nc1ccc(OCc2ccccc2)cc1O. As a reaction SMILES: [CH2:31]1[O:32][CH2:33][CH2:34][CH2:35]1.[Cl:17][c:18]1[c:19]([C:27]([F:28])([F:29])[F:30])[cH:20][c:21]([N:24]=[C:25]=[O:26])[cH:22][cH:23]1.[NH2:1][c:2]1[c:3]([OH:16])[cH:4][c:5]([O:8][CH2:9][c:10]2[cH:11][cH:12][cH:13][cH:14][cH:15]2)[cH:6][cH:7]1.[OH2:36]>>[NH:1]([c:2]1[c:3]([OH:16])[cH:4][c:5]([O:8][CH2:9][c:10]2[cH:11][cH:12][cH:13][cH:14][cH:15]2)[cH:6][cH:7]1)[C:25]([NH:24][c:21]1[cH:20][c:19]([C:27]([F:28])([F:29])[F:30])[c:18]([Cl:17])[cH:23][cH:22]1)=[O:26]. Reactants: BrC1=CC=C(OC[C@@H](CCC=2C=NC=CC2)O)C=C1 ((2R)-1-(4-bromophenoxy)-4-(3-pyridyl)-2-butanol), ClC1=CC=C(C=C1)B(O)O (4-chlorobenzeneboronic acid). The reagents and catalysts are C=1C=CC(=CC1)[P](C=2C=CC=CC2)(C=3C=CC=CC3)[Pd]([P](C=4C=CC=CC4)(C=5C=CC=CC5)C=6C=CC=CC6)([P](C=7C=CC=CC7)(C=8C=CC=CC8)C=9C=CC=CC9)[P](C=1C=CC=CC1)(C=1C=CC=CC1)C=1C=CC=CC1 (tetrakis(triphenylphosphine)palladium(0)). Run in C([O-])([O-])=O.[Na+].[Na+] (sodium carbonate), C(C)O (ethanol), C1(=CC=CC=C1)C (toluene). Product: ClC1=CC=C(C=C1)C1=CC=C(C=C1)OC[C@@H](CCC=1C=NC=CC1)O ((2R)-1-(4'-Chlorobiphenyl-4-yloxy)-4-(3-pyridyl)-2butanol). The yield is 37.9%. Reaction SMILES: Br[C:2]1[CH:19]=[CH:18][C:5]([O:6][CH2:7][C@H:8]([OH:17])[CH2:9][CH2:10][C:11]2[CH:12]=[N:13][CH:14]=[CH:15][CH:16]=2)=[CH:4][CH:3]=1.[Cl:20][C:21]1[CH:26]=[CH:25][C:24](B(O)O)=[CH:23][CH:22]=1>C1(C)C=CC=CC=1.C(=O)([O-])[O-].[Na+].[Na+].C(O)C.C1C=CC([P]([Pd]([P](C2C=CC=CC=2)(C2C=CC=CC=2)C2C=CC=CC=2)([P](C2C=CC=CC=2)(C2C=CC=CC=2)C2C=CC=CC=2)[P](C2C=CC=CC=2)(C2C=CC=CC=2)C2C=CC=CC=2)(C2C=CC=CC=2)C2C=CC=CC=2)=CC=1>[Cl:20][C:21]1[CH:26]=[CH:25][C:24]([C:2]2[CH:19]=[CH:18][C:5]([O:6][CH2:7][C@H:8]([OH:17])[CH2:9][CH2:10][C:11]3[CH:12]=[N:13][CH:14]=[CH:15][CH:16]=3)=[CH:4][CH:3]=2)=[CH:23][CH:22]=1 |f:3.4.5,^1:49,51,70,89|. Procedure details: Prepared according to the method described in Example 65 from (2R)-1-(4-bromophenoxy)-4-(3-pyridyl)-2-butanol (0.25 g), 4-chlorobenzeneboronic acid (0.180 g) and tetrakis(triphenylphosphine)palladium(0) (40 mg) in toluene (5 ml), aqueous sodium carbonate (2 M, 1 ml) and ethanol (1 ml) with heating at reflux for 4 hours. The residue obtained after work up was purified by column chromatography over silica eluting with ethyl acetate to give the title compound as a white solid (0.104 g).